This data is from the Open Reaction Database (ORD), a public repository of structured organic reaction records. The task is: describe an organic reaction: reactants, conditions, products, and yield The reactants are ClC1=NC2=CC=CC=C2C(=C1[N+](=O)[O-])NCCC1CCN(CC1)C(C1=CC=CC=C1)(C1=CC=CC=C1)C1=CC=CC=C1 (2-chloro-3-nitro-4-[2-(N-triphenylmethyl-4-piperidyl)ethylamino]quinoline), [BH4-].[Na+] (sodium borohydride), O (water), CO (methanol), [BH4-].[Na+] (sodium borohydride). The reagents and catalysts are O.O.O.O.O.O.[Ni](Cl)Cl (nickel chloride hexahydrate). Solvent: O1CCCC1 (tetrahydrofuran), O1CCCC1 (tetrahydrofuran). Reaction conditions: time 1 hour. The product is NC=1C(=NC2=CC=CC=C2C1NCCC1CCN(CC1)C(C1=CC=CC=C1)(C1=CC=CC=C1)C1=CC=CC=C1)Cl (3-Amino-2-chloro-4-[2-(N-triphenylmethyl-4-piperidyl)ethylamino]quinoline). Isolated yield 66.5%. RXN SMILES: CO.[BH4-].[Na+].[Cl:5][C:6]1[C:15]([N+:16]([O-])=O)=[C:14]([NH:19][CH2:20][CH2:21][CH:22]2[CH2:27][CH2:26][N:25]([C:28]([C:41]3[CH:46]=[CH:45][CH:44]=[CH:43][CH:42]=3)([C:35]3[CH:40]=[CH:39][CH:38]=[CH:37][CH:36]=3)[C:29]3[CH:34]=[CH:33][CH:32]=[CH:31][CH:30]=3)[CH2:24][CH2:23]2)[C:13]2[C:8](=[CH:9][CH:10]=[CH:11][CH:12]=2)[N:7]=1.O>O1CCCC1.O.O.O.O.O.O.[Ni](Cl)Cl>[NH2:16][C:15]1[C:6]([Cl:5])=[N:7][C:8]2[C:13]([C:14]=1[NH:19][CH2:20][CH2:21][CH:22]1[CH2:27][CH2:26][N:25]([C:28]([C:41]3[CH:42]=[CH:43][CH:44]=[CH:45][CH:46]=3)([C:35]3[CH:36]=[CH:37][CH:38]=[CH:39][CH:40]=3)[C:29]3[CH:30]=[CH:31][CH:32]=[CH:33][CH:34]=3)[CH2:24][CH2:23]1)=[CH:12][CH:11]=[CH:10][CH:9]=2 |f:1.2,6.7.8.9.10.11.12|. Procedure details: To a solution of 6.56 g of nickel chloride hexahydrate and 22.3 ml of methanol in 100 ml of tetrahydrofuran, 2.09 g of sodium borohydride was added portionwise under ice-cooling, and then a suspension of 31.9 g of 2-chloro-3-nitro-4-[2-(N-triphenylmethyl-4-piperidyl)ethylamino]quinoline in 300 ml of tetrahydrofuran was added to the mixture. Successively, 8.35 g of sodium borohydride divided in four portions was added portionwise, and the mixture was stirred at room temperature for 1 hour. The re... Reactants: CC=1C=CC2=C(N=CS2)C1 (5-methylbenzothiazole), BrN1C(CCC1=O)=O (N-bromosuccinimide). Run in C(Cl)(Cl)(Cl)Cl (carbon tetrachloride). The product is BrCC=1C=CC2=C(N=CS2)C1 (5-Bromomethylbenzothiazole). As a reaction SMILES: [CH3:1][C:2]1[CH:3]=[CH:4][C:5]2[S:9][CH:8]=[N:7][C:6]=2[CH:10]=1.[Br:11]N1C(=O)CCC1=O>C(Cl)(Cl)(Cl)Cl>[Br:11][CH2:1][C:2]1[CH:3]=[CH:4][C:5]2[S:9][CH:8]=[N:7][C:6]=2[CH:10]=1. Procedure details: A mixture of 5-methylbenzothiazole (5.0 g), N-bromosuccinimide (6.0 g) and carbon tetrachloride (500 ml) was refluxed for 4 hours. Upon cooling, the mixture was evaporated to dryness and the residue chromatographed over silica gel. On elution with a mixture of methylene chloride and hexane (9:1), the title product was obtained as a white solid [0.56 g; NMR(CDCl3,60 MHz): 4.6 (s, 2H), 7.4 (dd, J=7 Hz, 2 Hz, 1H). 7.9 (d, J=7 Hz, 1H), 8.15 (d, J=2 Hz, 1H), 9.0 (s, 1H). Reactants: O (Water), ClC1=C(C(=O)OCC)C=CC=N1 (ethyl 2-chloronicotinate), Cl.C1NCCC2=CC=CC=C12 (1,2,3,4-tetrahydroisoquinoline hydrochloride), C([O-])([O-])=O.[K+].[K+] (potassium carbonate). Run in CN(C)C=O (DMF). Product: C1N(CCC2=CC=CC=C12)C1=C(C(=O)OCC)C=CC=N1 (Ethyl 2-(1,2,3,4-tetrahydroisoquinolin-2-yl)nicotinate). RXN SMILES: Cl[C:2]1[N:12]=[CH:11][CH:10]=[CH:9][C:3]=1[C:4]([O:6][CH2:7][CH3:8])=[O:5].Cl.[CH2:14]1[C:23]2[C:18](=[CH:19][CH:20]=[CH:21][CH:22]=2)[CH2:17][CH2:16][NH:15]1.C(=O)([O-])[O-].[K+].[K+].O>CN(C=O)C>[CH2:14]1[C:23]2[C:18](=[CH:19][CH:20]=[CH:21][CH:22]=2)[CH2:17][CH2:16][N:15]1[C:2]1[N:12]=[CH:11][CH:10]=[CH:9][C:3]=1[C:4]([O:6][CH2:7][CH3:8])=[O:5] |f:1.2,3.4.5|. Procedure: 4.0 g (19.4 mmol) of ethyl 2-chloronicotinate, together with 3.2 g (19.4 mmol) of 1,2,3,4-tetrahydroisoquinoline hydrochloride and 5.36 g of potassium carbonate were heated at 110° C. for 3 h in 50 ml of DMF while stirring. Water was then added and the whole was extracted with ether; the ether phase was then washed with ammonium chloride, dried and evaporated. The crude product was purified chromatographically (silica gel/heptane-ethyl acetate 20-1), giving a yield of 4.8 g (87%). The reactants are CC(=O)C=1C=CC(=CC1)O (4-hydroxyacetophenone), P(=O)(O)(O)O.NO (hydroxylamine phosphate), [OH-].[NH4+] (ammonium hydroxide). Run in O (water). Yields the product CC(=C1C=CC(=O)C=C1)NO (4-hydroxyacetophenone oxime). Isolated yield 211.8%. As a reaction SMILES: [CH3:1][C:2]([C:4]1[CH:5]=[CH:6][C:7]([OH:10])=[CH:8][CH:9]=1)=O.P(O)(O)(O)=O.[NH2:16][OH:17].[OH-].[NH4+]>O>[CH3:1][C:2]([NH:16][OH:17])=[C:4]1[CH:5]=[CH:6][C:7](=[O:10])[CH:8]=[CH:9]1 |f:1.2,3.4|. Procedure details: A solution was prepared by adding 20.4 g (0.15 mol) of 4-hydroxyacetophenone and 12.9 g (65.6 mmol) of hydroxylamine phosphate to 100 mL of water at 70° C. To the solution was added 16.3 mL of 30% ammonium hydroxide which was then heated at reflux for 0.5 h. White crystals formed upon cooling yielding 21.0 g (92.6%) of 4-hydroxyacetophenone oxime. Starting materials: C1(=CC=CC=C1)C1C(CC(CC1)=O)=O (4-phenylcyclohexane-1,3-dione), CCCC(=O)Cl (n-Butyryl chloride), Cl (hydrochloric acid). The reagents and catalysts are [Cl-].[Zn+2].[Cl-] (Zinc chloride). Solvent: N1=CC=CC=C1 (pyridine). Yields the product C(CCC)(=O)C=1C(CCC(C1O)C1=CC=CC=C1)=O (2-butyryl-3-hydroxy-4-phenyl-cyclohex-2-ene-1-one). Yield: 34.1%. As a reaction SMILES: [C:1]1([CH:7]2[CH2:12][CH2:11][C:10](=[O:13])[CH2:9][C:8]2=[O:14])[CH:6]=[CH:5][CH:4]=[CH:3][CH:2]=1.[CH3:15][CH2:16][CH2:17][C:18](Cl)=[O:19].Cl>[Cl-].[Zn+2].[Cl-].N1C=CC=CC=1>[C:18]([C:9]1[C:10](=[O:13])[CH2:11][CH2:12][CH:7]([C:1]2[CH:2]=[CH:3][CH:4]=[CH:5][CH:6]=2)[C:8]=1[OH:14])(=[O:19])[CH2:17][CH2:16][CH3:15] |f:3.4.5|. Procedure: Zinc chloride (7.1 g) was added to pyridine (50 ml) followed by 4-phenylcyclohexane-1,3-dione (5 g). n-Butyryl chloride (2.6 g) was then added dropwise and the mixture heated to reflux for 4 hours. After cooling, the mixture was poured into 5N hydrochloric acid (200 ml) and the aqueous phase extracted with methylene chloride. The extracts were dried over magnesium sulphate, filtered and evaporated to give a red oil. Purification on a silica gel column using methylene chloride as eluent gave the ... The reactants are CN(C=O)C (dimethylformamide), CI (methyl iodide), resultant mixture, Cl.C1(=CC=CC=C1)/C=C/C(=O)NCCC1CCN(CC1)CC1=CC=CC=C1 ((E)-3-phenyl-N-[2-(1-benzylpiperidin-4-yl)ethyl]-2-propenamide.hydrochloride), [H-].[Na+] (sodium hydride). Run in O (water). Conditions: temperature 60 celsius, time 30 minute. Product: Cl.C1(=CC=CC=C1)/C=C/C(=O)N(CCC1CCN(CC1)CC1=CC=CC=C1)C ((E)-3-Phenyl-N-methyl-N-[2-(1-benzylpiperidin-4-yl)ethyl]-2-propenamide.hydrochloride). RXN SMILES: [CH3:1]N(C)C=O.[ClH:6].[C:7]1(/[CH:13]=[CH:14]/[C:15]([NH:17][CH2:18][CH2:19][CH:20]2[CH2:25][CH2:24][N:23]([CH2:26][C:27]3[CH:32]=[CH:31][CH:30]=[CH:29][CH:28]=3)[CH2:22][CH2:21]2)=[O:16])[CH:12]=[CH:11][CH:10]=[CH:9][CH:8]=1.[H-].[Na+].CI>O>[ClH:6].[C:7]1(/[CH:13]=[CH:14]/[C:15]([N:17]([CH3:1])[CH2:18][CH2:19][CH:20]2[CH2:25][CH2:24][N:23]([CH2:26][C:27]3[CH:28]=[CH:29][CH:30]=[CH:31][CH:32]=3)[CH2:22][CH2:21]2)=[O:16])[CH:8]=[CH:9][CH:10]=[CH:11][CH:12]=1 |f:1.2,3.4,7.8|. Reported procedure: To a dimethylformamide solution (5 ml) of (E)-3-phenyl-N-[2-(1-benzylpiperidin-4-yl)ethyl]-2-propenamide.hydrochloride (0.6 g) obtained in Example 1 was gradually added sodium hydride (80 mg) at room temperature and the mixture was stirred at 60° C. for 30 minutes. The reaction mixture was cooled on an ice-bath and there was added methyl iodide (0.21 g), followed by stirring at room temperature for one hour. To the resultant mixture was added water and the mixture was subjected to extraction wit... The reactants are C1=CC=CC=2C3C4=CC=CC=C4C(C12)(C3)CN3CCC(CC3)(O)C=3C=NC=C(C3)C=O (1-(9,10-dihydro-9,10-methanoanthracen-9-ylmethyl)-4-(5-formyl-3-pyridyl)piperidin-4-ol), C[Li] (Methyl lithium). The solvent is O1CCCC1 (tetrahydrofuran). Conditions: temperature 0 celsius, time 2.5 hour. Product: C1=CC=CC=2C3C4=CC=CC=C4C(C12)(C3)CN3CCC(CC3)(O)C=3C=NC=C(C3)C(C)O (1-(9,10-Dihydro-9,10-methanoanthracen-9-ylmethyl)-4-(5-(1-hydroxyethyl)-3-pyridyl)piperidin-4-ol). Yield: 77.0%. As a reaction SMILES: [CH:1]1[C:14]2[C:13]3([CH2:16][N:17]4[CH2:22][CH2:21][C:20]([C:24]5[CH:25]=[N:26][CH:27]=[C:28]([CH:30]=[O:31])[CH:29]=5)([OH:23])[CH2:19][CH2:18]4)[CH2:15][CH:6]([C:7]4[C:12]3=[CH:11][CH:10]=[CH:9][CH:8]=4)[C:5]=2[CH:4]=[CH:3][CH:2]=1.[CH3:32][Li]>O1CCCC1>[CH:1]1[C:14]2[C:13]3([CH2:16][N:17]4[CH2:18][CH2:19][C:20]([C:24]5[CH:25]=[N:26][CH:27]=[C:28]([CH:30]([OH:31])[CH3:32])[CH:29]=5)([OH:23])[CH2:21][CH2:22]4)[CH2:15][CH:6]([C:7]4[C:12]3=[CH:11][CH:10]=[CH:9][CH:8]=4)[C:5]=2[CH:4]=[CH:3][CH:2]=1. Procedure: A suspension of 1-(9,10-dihydro-9,10-methanoanthracen-9-ylmethyl)-4-(5-formyl-3-pyridyl)piperidin-4-ol (0.350 g, 0.852 mmol) in tetrahydrofuran (20 mL) under nitrogen was cooled to 0° C. Methyl lithium (1.0M in diethyl ether, 1.72 mL, 2 eq) was added dropwise with dissolution of the suspension as addition proceeded. The solution became a golden brown color. The reaction was warmed to 10° C. and stirred at this temperature for 2.5 h. At the end of this time period, the reaction was quenched with ...